Dataset: the Open Reaction Database (ORD), a public repository of structured organic reaction records. Task: describe an organic reaction: reactants, conditions, products, and yield The reactants are CC(C)C1=NC(=NC(=C1/C=C/[C@H](C[C@H](CC(=O)OC(C)(C)C)O)O)C2=CC=C(C=C2)F)N(C)S(=O)(=O)C (Rosuvastatin tert-butyl ester), [Na] (sodium), Cl (HCl), [OH-].[Na+] (NaOH). The solvent is C1CCOC1.O (THF water). Run at temperature 30 celsius, time 2 hour. Yields the product CC(C)C1=C(C(=NC(=N1)N(C)S(=O)(=O)C)C=2C=CC(=CC2)F)/C=C/[C@H](C[C@H](CC(=O)O)O)O (Rosuvastatin). The yield is 105.4%. Reaction SMILES: [CH3:1][CH:2]([C:4]1[C:9](/[CH:10]=[CH:11]/[C@@H:12]([OH:24])[CH2:13][C@@H:14]([OH:23])[CH2:15][C:16]([O:18]C(C)(C)C)=[O:17])=[C:8]([C:25]2[CH:30]=[CH:29][C:28]([F:31])=[CH:27][CH:26]=2)[N:7]=[C:6]([N:32]([S:34]([CH3:37])(=[O:36])=[O:35])[CH3:33])[N:5]=1)[CH3:3].[OH-].[Na+].[Na].Cl>C1COCC1.O>[CH3:3][CH:2]([C:4]1[N:5]=[C:6]([N:32]([S:34]([CH3:37])(=[O:35])=[O:36])[CH3:33])[N:7]=[C:8]([C:25]2[CH:26]=[CH:27][C:28]([F:31])=[CH:29][CH:30]=2)[C:9]=1/[CH:10]=[CH:11]/[C@@H:12]([OH:24])[CH2:13][C@@H:14]([OH:23])[CH2:15][C:16]([OH:18])=[O:17])[CH3:1] |f:1.2,5.6,^1:39|. Procedure details: Rosuvastatin tert-butyl ester (27.0 g, 50.2 mmol) is dissolved in 225 mL of a 4:1 mixture of THF/water. The clear solution is warmed to 30° C. and 8.0 M NaOH (6.75 mL, 54.0 mmol) is added portionwise. The reaction mixture is stirred at 30° C. for 2 hours giving a clear yellow solution. Then THF is removed completely under the reduced pressure (20 mbar) at 40° C. The remaining aqueous solution is diluted with water to 225 mL and washed with AcOEt (3×90 mL). To a vigorously stirring solution of so... Reactants: CNOC (N,O-dimethylhydroxylamine), Cl.CN(CCCN=C=NCC)C (1-(3-dimethylaminopropyl)-3-ethylcarbodiimide hydrochloride), C(C)(C)(C)OC(=O)N1C(CCCC1)CCOC1=C(C(NC2=CC(=C(C=C12)C(=O)O)Cl)=O)C1=CC(=CC(=C1)C)C (4-[2-(1 -tert-butoxycarbonylpiperidin-2-yl)-ethoxy]-7-chloro-3-(3,5-dimethylphenyl)-2-oxo-1,2-dihydroquinoline-6-carboxylic acid). The reagents and catalysts are CN(C1=CC=NC=C1)C (4-dimethylaminopyridine). Run in C(C)N(CC)CC (triethylamine). Run at time 36 hour. Product: C(C)(C)(C)OC(=O)N1C(CCCC1)CCOC1=C(C(NC2=CC(=C(C=C12)C(N(C)OC)=O)Cl)=O)C1=CC(=CC(=C1)C)C (2-{2-[7-chloro-3-(3,5-dimethylphenyl)-6-(methoxy-methylcarbamoyl)-2-oxo-1,2-dihydroquinolin-4-yloxy]-ethyl}-piperidine-1-carboxylic acid tert-butyl ester). Yield: 81.1%. RXN SMILES: [CH3:1][NH:2][O:3][CH3:4].[C:5]([O:9][C:10]([N:12]1[CH2:17][CH2:16][CH2:15][CH2:14][CH:13]1[CH2:18][CH2:19][O:20][C:21]1[C:30]2[C:25](=[CH:26][C:27]([Cl:34])=[C:28]([C:31](O)=[O:32])[CH:29]=2)[NH:24][C:23](=[O:35])[C:22]=1[C:36]1[CH:41]=[C:40]([CH3:42])[CH:39]=[C:38]([CH3:43])[CH:37]=1)=[O:11])([CH3:8])([CH3:7])[CH3:6].Cl.CN(C)CCCN=C=NCC>CN(C)C1C=CN=CC=1.C(N(CC)CC)C>[C:5]([O:9][C:10]([N:12]1[CH2:17][CH2:16][CH2:15][CH2:14][CH:13]1[CH2:18][CH2:19][O:20][C:21]1[C:30]2[C:25](=[CH:26][C:27]([Cl:34])=[C:28]([C:31](=[O:32])[N:2]([O:3][CH3:4])[CH3:1])[CH:29]=2)[NH:24][C:23](=[O:35])[C:22]=1[C:36]1[CH:37]=[C:38]([CH3:43])[CH:39]=[C:40]([CH3:42])[CH:41]=1)=[O:11])([CH3:6])([CH3:7])[CH3:8] |f:2.3|. Procedure details: To a solution of N,O-dimethylhydroxylamine (1.14 g in 50 mL dry methylene chloride) was added 1.5 mL triethylamine followed by 4-[2-(1 -tert-butoxycarbonylpiperidin-2-yl)-ethoxy]-7-chloro-3-(3,5-dimethylphenyl)-2-oxo-1,2-dihydroquinoline-6-carboxylic acid (EXAMPLE 4.1, Step F, 1.35 g), 1-(3-dimethylaminopropyl)-3-ethylcarbodiimide hydrochloride (EDC, 1.35 g) and 4-dimethylaminopyridine (400 mg) and the mixture stirred at room temperature. After 36 hours, the mixture was concentrated in vacuo and... Starting materials: COc1ccc(Nc2nccc(-c3sc(NC(=O)CCBr)nc3C)n2)cc1, C1COCCN1, CC#N. RXN SMILES: [Br:1][CH2:2][CH2:3][C:4](=[O:5])[NH:6][c:7]1[s:8][c:9](-[c:13]2[n:14][c:15]([NH:19][c:20]3[cH:21][cH:22][c:23]([O:26][CH3:27])[cH:24][cH:25]3)[n:16][cH:17][cH:18]2)[c:10]([CH3:12])[n:11]1.[CH2:28]1[CH2:29][O:30][CH2:31][CH2:32][NH:33]1.[CH3:34][C:35]#[N:36]>>[CH2:2]([CH2:3][C:4](=[O:5])[NH:6][c:7]1[s:8][c:9](-[c:13]2[n:14][c:15]([NH:19][c:20]3[cH:21][cH:22][c:23]([O:26][CH3:27])[cH:24][cH:25]3)[n:16][cH:17][cH:18]2)[c:10]([CH3:12])[n:11]1)[N:33]1[CH2:28][CH2:29][O:30][CH2:31][CH2:32]1. The product is COc1ccc(Nc2nccc(-c3sc(NC(=O)CCN4CCOCC4)nc3C)n2)cc1. The reactants are C(C)(C)(C)OC(=O)N1C[C@@H]([C@H](CC1)C1=CC=C(C=C1)OCCCOCC1=C(C=CC=C1)OC)OCC1=CC=C2CCCN(C2=C1)CCNS(=O)(=O)C ((3R,4R)-3-[1-(2-methanesulfonylamino-ethyl)-1,2,3,4-tetrahydro-quinolin-7-ylmethoxy]-4-[4-[3-(2-methoxy-benzyloxy)-propoxy]-phenyl]-piperidine-1-carboxylic acid tert-butyl ester), Cl.CO (HCl methanol). Yields the product CS(=O)(=O)NCCN1CCCC2=CC=C(C=C12)CO[C@H]1CNCC[C@@H]1C1=CC=C(C=C1)OCCCOCC1=C(C=CC=C1)OC ((3R,4R)-3-[1-(2-methanesulfonylamino-ethyl)-1,2,3,4-tetrahydro-quinolin-7-ylmethoxy]-4-[4-[3-(2-methoxy-benzyloxy)-propoxy]-phenyl]-piperidine). Reaction SMILES: C(OC([N:8]1[CH2:13][CH2:12][C@H:11]([C:14]2[CH:19]=[CH:18][C:17]([O:20][CH2:21][CH2:22][CH2:23][O:24][CH2:25][C:26]3[CH:31]=[CH:30][CH:29]=[CH:28][C:27]=3[O:32][CH3:33])=[CH:16][CH:15]=2)[C@@H:10]([O:34][CH2:35][C:36]2[CH:45]=[C:44]3[C:39]([CH2:40][CH2:41][CH2:42][N:43]3[CH2:46][CH2:47][NH:48][S:49]([CH3:52])(=[O:51])=[O:50])=[CH:38][CH:37]=2)[CH2:9]1)=O)(C)(C)C.Cl.CO>>[CH3:52][S:49]([NH:48][CH2:47][CH2:46][N:43]1[C:44]2[C:39](=[CH:38][CH:37]=[C:36]([CH2:35][O:34][C@@H:10]3[C@@H:11]([C:14]4[CH:15]=[CH:16][C:17]([O:20][CH2:21][CH2:22][CH2:23][O:24][CH2:25][C:26]5[CH:31]=[CH:30][CH:29]=[CH:28][C:27]=5[O:32][CH3:33])=[CH:18][CH:19]=4)[CH2:12][CH2:13][NH:8][CH2:9]3)[CH:45]=2)[CH2:40][CH2:41][CH2:42]1)(=[O:50])=[O:51] |f:1.2|. Procedure details: In analogy to the procedure described in example 4(b), the (3R,4R)-3-[1-(2-methanesulfonylamino-ethyl)-1,2,3,4-tetrahydro-quinolin-7-ylmethoxy]-4-[4-[3-(2-methoxy-benzyloxy)-propoxy]-phenyl]-piperidine-1-carboxylic acid tert-butyl ester was deprotected with HCl/methanol to yield the (3R,4R)-3-[1-(2-methanesulfonylamino-ethyl)-1,2,3,4-tetrahydro-quinolin-7-ylmethoxy]-4-[4-[3-(2-methoxy-benzyloxy)-propoxy]-phenyl]-piperidine as a light yellow oil; MS: 638 (M+H)+.